Dataset: the Open Reaction Database (ORD), a public repository of structured organic reaction records. Task: describe an organic reaction: reactants, conditions, products, and yield Reactants: C(C)OC(=O)C1OC2=C(O1)C=C(C(=C2)C)S(=O)(=O)C2=CC=CC=C2 (5-methyl-6-phenylsulphonyl-1,3-benzodioxole-2-carboxylic acid ethyl ester), [OH-].[Na+] (sodium hydroxide), Cl (hydrochloric acid). The solvent is CO (methanol). Product: CC1=CC2=C(OC(O2)C(=O)O)C=C1S(=O)(=O)C1=CC=CC=C1 (5-methyl-6-phenylsulphonyl-1,3-benzodioxole-2-carboxylic acid). Reaction SMILES: C([O:3][C:4]([CH:6]1[O:10][C:9]2[CH:11]=[C:12]([S:16]([C:19]3[CH:24]=[CH:23][CH:22]=[CH:21][CH:20]=3)(=[O:18])=[O:17])[C:13]([CH3:15])=[CH:14][C:8]=2[O:7]1)=[O:5])C.[OH-].[Na+].Cl>CO>[CH3:15][C:13]1[C:12]([S:16]([C:19]2[CH:24]=[CH:23][CH:22]=[CH:21][CH:20]=2)(=[O:18])=[O:17])=[CH:11][C:9]2[O:10][CH:6]([C:4]([OH:5])=[O:3])[O:7][C:8]=2[CH:14]=1 |f:1.2|. Procedure: 8.6 g (24.7 mmol) of 5-methyl-6-phenylsulphonyl-1,3-benzodioxole-2-carboxylic acid ethyl ester are suspended in 37 ml of methanol. 37 ml of 1N sodium hydroxide solution are then slowly added at room temperature, the starting material soon dissolving. After one hour the reaction mixture is cooled, concentrated hydrochloric acid is added and the whole is extracted three times with ethyl acetate. The combined organic phases are washed with water and then with a saturated sodium chloride solution, d... The reactants are [N+](=O)([O-])C1=C2C=CC(=NC2=CC=C1)Cl (5-nitro-2-chloroquinoline), FC=1C=C(C=C(C1F)F)S(=O)(=O)Cl (3,4,5-trifluorobenzenesulfonylchloride), COC1=C(C=CC=C1)CCN (2-(2-methoxyphenyl)ethylamine). The product is FC=1C=C(C=C(C1F)F)S(=O)(=O)NC1=C2C=CC(=NC2=CC=C1)NCCC1=C(C=CC=C1)OC (3,4,5-Trifluoro-N-{2-[2-(2-methoxy-phenyl)-ethylamino]-quinolin-5-yl}-benzenesulfonamide). RXN SMILES: [N+:1]([C:4]1[CH:13]=[CH:12][CH:11]=[C:10]2[C:5]=1[CH:6]=[CH:7][C:8](Cl)=[N:9]2)([O-])=O.[F:15][C:16]1[CH:17]=[C:18]([S:24](Cl)(=[O:26])=[O:25])[CH:19]=[C:20]([F:23])[C:21]=1[F:22].[CH3:28][O:29][C:30]1[CH:35]=[CH:34][CH:33]=[CH:32][C:31]=1[CH2:36][CH2:37][NH2:38]>>[F:15][C:16]1[CH:17]=[C:18]([S:24]([NH:1][C:4]2[CH:13]=[CH:12][CH:11]=[C:10]3[C:5]=2[CH:6]=[CH:7][C:8]([NH:38][CH2:37][CH2:36][C:31]2[CH:32]=[CH:33][CH:34]=[CH:35][C:30]=2[O:29][CH3:28])=[N:9]3)(=[O:26])=[O:25])[CH:19]=[C:20]([F:23])[C:21]=1[F:22]. Procedure: The title compound, MS: m/e=488.5 (M+H+), was prepared in accordance with the general method of example 61 from 5-nitro-2-chloroquinoline, 3,4,5-trifluorobenzenesulfonylchloride and 2-(2-methoxyphenyl)ethylamine.